From a dataset of the Open Reaction Database (ORD), a public repository of structured organic reaction records. describe an organic reaction: reactants, conditions, products, and yield The reactants are CCOC(=O)CBr, O=C([O-])[O-], CCCN(CC1CC1)c1cc(C(=O)Nc2ccc3[nH]ncc3c2)ncn1, [K+], [K+], CN(C)C=O, O. Yields the product CCCN(CC1CC1)c1cc(C(=O)Nc2ccc3c(cnn3CC(=O)OCC)c2)ncn1. Reaction SMILES: [Br:33][CH2:34][C:35](=[O:36])[O:37][CH2:38][CH3:39].[C:27](=[O:28])([O-:29])[O-:30].[CH:1]1([CH2:4][N:5]([c:6]2[cH:7][c:8]([C:12](=[O:13])[NH:14][c:15]3[cH:16][c:17]4[cH:18][n:19][nH:20][c:21]4[cH:22][cH:23]3)[n:9][cH:10][n:11]2)[CH2:24][CH2:25][CH3:26])[CH2:2][CH2:3]1.[K+:31].[K+:32].[O:41]=[CH:42][N:43]([CH3:44])[CH3:45].[OH2:40]>>[CH:1]1([CH2:4][N:5]([c:6]2[cH:7][c:8]([C:12](=[O:13])[NH:14][c:15]3[cH:16][c:17]4[cH:18][n:19][n:20]([CH2:34][C:35](=[O:36])[O:37][CH2:38][CH3:39])[c:21]4[cH:22][cH:23]3)[n:9][cH:10][n:11]2)[CH2:24][CH2:25][CH3:26])[CH2:2][CH2:3]1. Reactants: Cn1c2ccccc2c(=O)n2nc(C(N)=O)cc12, CN(C)C=O, O=S(Cl)Cl. Yields the product Cn1c2ccccc2c(=O)n2nc(C#N)cc12. RXN SMILES: [CH3:1][n:2]1[c:3]2[n:4]([c:5](=[O:12])[c:6]3[cH:7][cH:8][cH:9][cH:10][c:11]13)[n:13][c:14]([C:16](=[O:17])[NH2:18])[cH:15]2.[CH3:23][N:24]([CH3:25])[CH:26]=[O:27].[S:19]([Cl:20])([Cl:21])=[O:22]>>[CH3:1][n:2]1[c:3]2[n:4]([c:5](=[O:12])[c:6]3[cH:7][cH:8][cH:9][cH:10][c:11]13)[n:13][c:14]([C:16]#[N:18])[cH:15]2. The reactants are ClC=1C=C2C=C(NC2=CC1Cl)C=O (5,6-Dichloro-1H-indole-2-carboxaldehyde), C(C)OC(=O)C=P(C1=CC=CC=C1)(C1=CC=CC=C1)C1=CC=CC=C1 ((ethoxycarbonylmethylene)triphenylphosphorane). Solvent: C1(=CC=CC=C1)C (toluene). Product: ClC=1C=C2C=C(NC2=CC1Cl)C=CC(=O)OCC (Ethyl 3-(5,6-dichloro-1H-indol-2-yl)-2-propenoate). Yield: 60.1%. RXN SMILES: [Cl:1][C:2]1[CH:3]=[C:4]2[C:8](=[CH:9][C:10]=1[Cl:11])[NH:7][C:6]([CH:12]=O)=[CH:5]2.[CH2:14]([O:16][C:17]([CH:19]=P(C1C=CC=CC=1)(C1C=CC=CC=1)C1C=CC=CC=1)=[O:18])[CH3:15]>C1(C)C=CC=CC=1>[Cl:1][C:2]1[CH:3]=[C:4]2[C:8](=[CH:9][C:10]=1[Cl:11])[NH:7][C:6]([CH:12]=[CH:19][C:17]([O:16][CH2:14][CH3:15])=[O:18])=[CH:5]2. Procedure details: 5,6-Dichloro-1H-indole-2-carboxaldehyde (35 g, 164 mmol) and (ethoxycarbonylmethylene)triphenylphosphorane (60 g, 176 mmol) were dissolved in toluene and refluxed for three hours. The solvent was evaporated under reduced pressure and the reaction mixture was purified by chromatography on silicagel (n-hexane/AcOEt, 8/2) obtaining pure title compound (28 g, 98.5 mmol, yield 60.1%). Starting materials: C(C)(C)(C)NCCN1C(=O)C(=O)C2=CC=CC=C12 (1-(2-tert-butylaminoethyl)isatin), Cl.NNC(=O)N (semicarbazide hydrochloride). Yields the product C(C)(C)(C)NCCN1C(=O)/C(/C2=CC=CC=C12)=N/NC(=O)N ((E)-1-(2-tert-butylaminoethyl)isatin 3-semicarbazone). Isolated yield 40.3%. RXN SMILES: [C:1]([NH:5][CH2:6][CH2:7][N:8]1[C:18]2[C:13](=[CH:14][CH:15]=[CH:16][CH:17]=2)[C:11](=O)[C:9]1=[O:10])([CH3:4])([CH3:3])[CH3:2].Cl.[NH2:20][NH:21][C:22]([NH2:24])=[O:23]>>[C:1]([NH:5][CH2:6][CH2:7][N:8]1[C:18]2[C:13](=[CH:14][CH:15]=[CH:16][CH:17]=2)/[C:11](=[N:20]\[NH:21][C:22]([NH2:24])=[O:23])/[C:9]1=[O:10])([CH3:4])([CH3:3])[CH3:2] |f:1.2|. Reported procedure: By using 1-(2-tert-butylaminoethyl)isatin and semicarbazide hydrochloride, a method analogous to that described in Example 10 was carried out, and the reaction product was recrystallized from ethanol to obtain (E)-1-(2-tert-butylaminoethyl)isatin 3-semicarbazone having a melting point of 173°-176° C. (decomposition) (yield: 40.3%). Starting materials: CCN(CC)c1ccc(S(=O)(=O)Cl)cc1, NCCCCC(=O)O, [Na+], C1CCOC1, [OH-], O. Product: CCN(CC)c1ccc(S(=O)(=O)NCCCCC(=O)O)cc1. RXN SMILES: [CH2:1]([CH3:2])[N:3]([c:4]1[cH:5][cH:6][c:7]([S:10](=[O:11])(=[O:12])[Cl:13])[cH:8][cH:9]1)[CH2:14][CH3:15].[NH2:16][CH2:17][CH2:18][CH2:19][CH2:20][C:21](=[O:22])[OH:23].[Na+:25].[O:26]1[CH2:27][CH2:28][CH2:29][CH2:30]1.[OH-:24].[OH2:31]>>[CH2:1]([CH3:2])[N:3]([c:4]1[cH:5][cH:6][c:7]([S:10](=[O:11])(=[O:12])[NH:16][CH2:17][CH2:18][CH2:19][CH2:20][C:21](=[O:22])[OH:23])[cH:8][cH:9]1)[CH2:14][CH3:15]. Starting materials: C(C)(C)NC1=C(C=NC=C1)S(=O)(=O)N (4-isopropylaminopyridine-3- sulfonamide), C=O (paraformaldehyde), Cl (HCl). The reagents and catalysts are C(C)(=O)OCC (ethyl acetate). Solvent: C(C)(C)O (isopropanol). Yields the product C(C)(C)N1CNS(C2=C1C=CN=C2)(=O)=O (4-ISOPROPYL-2,3-DIHYDRO-4H-PYRIDO[4,3-e][1,2,4]THIADIAZINE 1,1-DIOXIDE). RXN SMILES: [CH:1]([NH:4][C:5]1[CH:10]=[CH:9][N:8]=[CH:7][C:6]=1[S:11]([NH2:14])(=[O:13])=[O:12])([CH3:3])[CH3:2].[CH2:15]=O.Cl>C(O)(C)C.C(OCC)(=O)C>[CH:1]([N:4]1[C:5]2[CH:10]=[CH:9][N:8]=[CH:7][C:6]=2[S:11](=[O:13])(=[O:12])[NH:14][CH2:15]1)([CH3:3])[CH3:2]. Procedure: A mixture of 1 g of 4-isopropylaminopyridine-3- sulfonamide (Preparation 3) and 1 g of paraformaldehyde in 20 cm3 of isopropanol to which 10 drops of ethyl acetate saturated with gaseous HCl have been added is brought to reflux for 3 hours. After cooling, the crystalline precipitate is filtered and washed with isopropanol. The precipitate is dissolved in 150 cm3 of hot methanol. The possible insoluble material is filtered. The filtrate is concentrated to dryness and the residue is taken up in 30... The reactants are C(CCCC)C1(OC=C(CC1)CCCCC)C=O (2,5-dipentyl-3,4-dihydro-2H-pyran-2-carbaldehyde), [BH4-].[Na+] (Sodium Borohydride). The solvent is C(C)(C)O (isopropanol). Conditions: temperature 35 celsius, time 2 hour. Yields the product C(CCCC)C12CCC(C(OC1)O2)CCCCC (1,4-dipentyl-6,8-dioxa-bicyclo[3.2.1]octane). The yield is 77.0%. As a reaction SMILES: [CH2:1]([C:6]1([CH:17]=[O:18])[CH2:11][CH2:10][C:9]([CH2:12][CH2:13][CH2:14][CH2:15][CH3:16])=[CH:8][O:7]1)[CH2:2][CH2:3][CH2:4][CH3:5].[BH4-].[Na+]>C(O)(C)C>[CH2:1]([C:6]12[O:7][CH:8]([O:18][CH2:17]1)[CH:9]([CH2:12][CH2:13][CH2:14][CH2:15][CH3:16])[CH2:10][CH2:11]2)[CH2:2][CH2:3][CH2:4][CH3:5] |f:1.2|. Procedure: 2,5-dipentyl-3,4-dihydro-2H-pyran-2-carbaldehyde (165 g, synthesized as above) was loaded in a 3-liter round bottom flask and dissolved in 500 mL of isopropanol. Sodium Borohydride (6.1 g, commercially available from Sigma-Aldrich Inc) was added and the reaction exothermed up to about 58° C. The reaction was then stirred for about 2 hours. The reaction mixture was periodically sampled and analyzed by GC to monitor the reaction progress. After GC indicated the consumption of about all the startin... The reactants are ClC1=CC(=C(CBr)C=C1)[N+](=O)[O-] (4-chloro-2-nitrobenzyl bromide), CC(C)([O-])C.[K+] (potassium tert-butoxide), N1C(=CC=C1)C(=O)OCC (ethyl pyrrole-2-carboxylate), ice water. Solvent: CN(C=O)C (dimethylformamide), CN(C=O)C (dimethylformamide), CN(C=O)C (dimethylformamide). Reaction conditions: time 1 hour. The product is ClC1=CC(=C(CN2C(=CC=C2)C(=O)OCC)C=C1)[N+](=O)[O-] (ethyl 1-(4-chloro-2-nitrobenzyl)-pyrrole-2-carboxylate). RXN SMILES: CC(C)([O-])C.[K+].[NH:7]1[CH:11]=[CH:10][CH:9]=[C:8]1[C:12]([O:14][CH2:15][CH3:16])=[O:13].[Cl:17][C:18]1[CH:25]=[CH:24][C:21]([CH2:22]Br)=[C:20]([N+:26]([O-:28])=[O:27])[CH:19]=1>CN(C)C=O>[Cl:17][C:18]1[CH:25]=[CH:24][C:21]([CH2:22][N:7]2[CH:11]=[CH:10][CH:9]=[C:8]2[C:12]([O:14][CH2:15][CH3:16])=[O:13])=[C:20]([N+:26]([O-:28])=[O:27])[CH:19]=1 |f:0.1|. Procedure: To a solution of 493 mg of potassium tert-butoxide in 5 mL of dimethylformamide (anhydrous) is added dropwise a solution of 556 mg of ethyl pyrrole-2-carboxylate (prepared as described in Organic Synthesis, Vol. 51, p. 100) in 5 mL of anhydrous dimethylformamide. On completion of the addition the mixture is allowed to stir at room temperature for 1 hour. To this mixture is added a solution of 1 g of 4-chloro-2-nitrobenzyl bromide in 5 mL of dimethylformamide. The reaction mixture is then heated ...